This data is from the Open Reaction Database (ORD), a public repository of structured organic reaction records. The task is: describe an organic reaction: reactants, conditions, products, and yield Reactants: C(C=C)OC1=CC=C(C=C1)C1=NOC(=C1C(=O)\N=C(/NC(=O)OC(C)(C)C)\NCC1=CC(=C(C(=C1)Cl)NC(CN(C(OC(C)(C)C)=O)CCCC=C)=O)Cl)C (tert-Butyl (2-((4-((((Z)-(((3-(4-(allyloxy)phenyl)-5-methyl-4-isoxazolyl)carbonyl)imino)((tert-butoxycarbonyl)amino)methyl)amino)methyl)-2,6-dichlorophenyl)amino)-2-oxoethyl)4-penten-1-ylcarbamate). The reagents and catalysts are Cl[Ru]([P](C1CCCCC1)(C2CCCCC2)C3CCCCC3)(=CC4=CC=CC=C4)(Cl)=C5N(C6=C(C)C=C(C)C=C6C)CCN5C7=C(C)C=C(C)C=C7C (Grubbs Catalyst 2nd Generation). Run in ClCCCl (1,2-dichloroethane), ClCCCl (1,2-dichloroethane). Run at temperature 40 celsius, time 2 hour. The product is C(C)(C)(C)OC(=O)NC1=NC(C2=C(ON=C2C2=CC=C(OCC=CCCCN(CC(NC3=C(C=C(CN1)C=C3Cl)Cl)=O)C(=O)OC(C)(C)C)C=C2)C)=O (tert-Butyl 9-((tert-butoxycarbonyl)amino)-14,32-dichloro-5-methyl-7,17-dioxo-4,26-dioxa-3,8,10,16,19-pentaazatetracyclo[25.2.2.212,15.02,6]-tritriaconta-1(29),2,5,8,12,14,23,27,30,32-decaene-19-carboxylate). As a reaction SMILES: [CH2:1]([O:4][C:5]1[CH:10]=[CH:9][C:8]([C:11]2[C:15]([C:16](/[N:18]=[C:19](/[NH:28][CH2:29][C:30]3[CH:35]=[C:34]([Cl:36])[C:33]([NH:37][C:38](=[O:53])[CH2:39][N:40]([CH2:48][CH2:49][CH2:50]C=C)[C:41](=[O:47])[O:42][C:43]([CH3:46])([CH3:45])[CH3:44])=[C:32]([Cl:54])[CH:31]=3)\[NH:20][C:21]([O:23][C:24]([CH3:27])([CH3:26])[CH3:25])=[O:22])=[O:17])=[C:14]([CH3:55])[O:13][N:12]=2)=[CH:7][CH:6]=1)[CH:2]=[CH2:3]>ClCCCl.Cl[Ru](=C1N(C2C(C)=CC(C)=CC=2C)CCN1C1C(C)=CC(C)=CC=1C)(Cl)(=CC1C=CC=CC=1)[P](C1CCCCC1)(C1CCCCC1)C1CCCCC1>[C:24]([O:23][C:21]([NH:20][C:19]1[NH:28][CH2:29][C:30]2[CH:35]=[C:34]([Cl:36])[C:33](=[C:32]([Cl:54])[CH:31]=2)[NH:37][C:38](=[O:53])[CH2:39][N:40]([C:41]([O:42][C:43]([CH3:46])([CH3:45])[CH3:44])=[O:47])[CH2:48][CH2:49][CH2:50][CH:3]=[CH:2][CH2:1][O:4][C:5]2[CH:10]=[CH:9][C:8](=[CH:7][CH:6]=2)[C:11]2[C:15](=[C:14]([CH3:55])[O:13][N:12]=2)[C:16](=[O:17])[N:18]=1)=[O:22])([CH3:25])([CH3:26])[CH3:27] |^1:92|. Reported procedure: The intermediate (50 mg, 0.063 mmol) from Step 3(B) was dissolved in 15 mL of 1,2-dichloroethane, followed by the addition of Grubbs Catalyst 2nd Generation (17 mg, 0.020 mmol) with 1 mL of 1,2-dichloroethane. The resulted reaction mixture was stirred at 40° C. for 2 hrs. Solvent was evaporated in vacuo to give a crude product, which was purified by flash chromatography (15% EtOAc/DCM) to give two compounds, 11 mg of cis-3C (Rf 0.47) and 23 mg of trans-3C (Rf 0.28). Starting materials: BrN1C(CCC1=O)=O (N-Bromosuccinimide), C(C)OC1=CC(OC2=CC(=CC=C12)C)=O (4-ethoxy-7-methylcoumarin), N(=NCCCC#N)CCCC#N (azo bisbutyronitrile). Solvent: C(Cl)(Cl)(Cl)Cl (carbontetrachloride). The product is BrCC1=CC=C2C(=CC(OC2=C1)=O)OCC (7-Bromomethyl-4-ethoxycoumarin). Yield: 76.7%. As a reaction SMILES: [Br:1]N1C(=O)CCC1=O.[CH2:9]([O:11][C:12]1[C:21]2[C:16](=[CH:17][C:18]([CH3:22])=[CH:19][CH:20]=2)[O:15][C:14](=[O:23])[CH:13]=1)[CH3:10].N(CCCC#N)=NCCCC#N>C(Cl)(Cl)(Cl)Cl>[Br:1][CH2:22][C:18]1[CH:17]=[C:16]2[C:21]([C:12]([O:11][CH2:9][CH3:10])=[CH:13][C:14](=[O:23])[O:15]2)=[CH:20][CH:19]=1. Reported procedure: N-Bromosuccinimide (9.59 g; 0.054 mole) was added to stirred solution of 4-ethoxy-7-methylcoumarin (11 g; 0.054 mole) in carbontetrachloride (600 ml) followed by a catalytic quantity of azo bisbutyronitrile. After refluxing the mixture for 1 hr the solvent was removed in vacuo and the residue recrystallized from ethanol to give 11.73 g (77%) of product of m.p. 150°-3° C. Further recrystallization gave material of m.p. 152°-155° C. Yields the product COC1=C(C=CC(=C1)CC[N+](=O)[O-])O (2-methoxy-4-(2-nitro-ethyl)-phenol). Reaction SMILES: [BH4-].[Na+].[CH3:3][O:4][C:5]1[CH:10]=[C:9]([CH:11]=[CH:12][N+:13]([O-:15])=[O:14])[CH:8]=[CH:7][C:6]=1[OH:16].C(O)(=O)C>O1CCOCC1.C(O)C.O>[CH3:3][O:4][C:5]1[CH:10]=[C:9]([CH2:11][CH2:12][N+:13]([O-:15])=[O:14])[CH:8]=[CH:7][C:6]=1[OH:16] |f:0.1|. Conditions: time 2 hour. The reactants are C(C)(=O)O (Acetic acid), [BH4-].[Na+] (sodium borohydride), COC1=C(C=CC(=C1)C=C[N+](=O)[O-])O (2-methoxy-4-(2-nitro-vinyl)-phenol). The solvent is O (water), O1CCOCC1 (dioxane), C(C)O (ethanol), O1CCOCC1 (dioxane), C(C)O (ethanol). Procedure: To sodium borohydride (4.3 g) suspended in a mixture of dioxane (85 ml) and ethanol (25 ml) at +10 to +15° C. is added 2-methoxy-4-(2-nitro-vinyl)-phenol in a mixture of dioxane (110 ml) and ethanol (50 ml). Thereafter the reaction mixture is stirred at room temperature for 2 hours. Acetic acid (4.5 ml) in water (130 ml) is then added carefully. The resulting mixture is evaporated to at about half of its volume. It is extracted with ethyl acetate (2×500 ml) washed with brine (2×100 ml) dried (Mg... The reactants are 334.4, C1=CC=CC=2C3=CC=CC=C3NC12 (carbazole), ClC1=CC=C(C=C1)[N+](=O)[O-] (p-chloro-nitrobenzene), C([O-])([O-])=O.[K+].[K+] (potassium carbonate), O (water). Run in CC(=O)N(C)C (dimethylacetamide). The product is [N+](=O)([O-])C1=CC=C(C=C1)N1C2=CC=CC=C2C=2C=CC=CC12 (9-(4-nitrophenyl)carbazole). Reaction SMILES: [CH:1]1[C:13]2[NH:12][C:11]3[C:6](=[CH:7][CH:8]=[CH:9][CH:10]=3)[C:5]=2[CH:4]=[CH:3][CH:2]=1.Cl[C:15]1[CH:20]=[CH:19][C:18]([N+:21]([O-:23])=[O:22])=[CH:17][CH:16]=1.C(=O)([O-])[O-].[K+].[K+].O>CC(N(C)C)=O>[N+:21]([C:18]1[CH:19]=[CH:20][C:15]([N:12]2[C:11]3[CH:10]=[CH:9][CH:8]=[CH:7][C:6]=3[C:5]3[C:13]2=[CH:1][CH:2]=[CH:3][CH:4]=3)=[CH:16][CH:17]=1)([O-:23])=[O:22] |f:2.3.4|. Reported procedure: A mixture of 334.4 (2 mol) of carbazole, 472.8 g of p-chloro-nitrobenzene (3 mol) and 691 g (5 mol) of anhydrous potassium carbonate were stirred in 1500 ml of dimethylacetamide for 13 h at reflex temperature. The reaction mixture was then poured into 7 of water and the precipitate separated by suction filtering. Said precipitate was stirred in 4 of water and neutralized with 1 N hydrochloric acid, whereupon the precipitate was filtered again. After drying the solid product was recrystallized fr...